Dataset: the Open Reaction Database (ORD), a public repository of structured organic reaction records. Task: describe an organic reaction: reactants, conditions, products, and yield Reactants: COC1=CC=C(CNC2=NC=CC(=N2)OC2=C(C=C(C=C2)N)F)C=C1 (N-(4-methoxybenzyl)-4-(4-amino-2-fluorophenoxy)pyrimidin-2-amine), COC1=CC=C(CNC2=NC=CC(=N2)OC2=C(C=C(C=C2)N)F)C=C1 (N-(4-methoxybenzyl)-4-(4-amino-2-fluorophenoxy)pyrimidin-2-amine), FC1=CC=C(C=C1)CC(=O)N=C=O (2-(4-fluorophenyl)acetyl isocyanate), COC1=CC=C(CNC2=CC(=NC=N2)OC2=C(C=C(C=C2)NC(=O)NC(CC2=CC=C(C=C2)F)=O)F)C=C1 (1-(4-(6-(4-Methoxybenzylamino)pyrimidin-4-yloxy)-3-fluorophenyl)-3-(2-(4-fluorophenyl)acetyl)urea), COC1=CC=C(CNC2=CC(=NC=N2)OC2=C(C=C(C=C2)NC(=O)NC(CC2=CC=C(C=C2)F)=O)F)C=C1 (1-(4-(6-(4-Methoxybenzylamino)pyrimidin-4-yloxy)-3-fluorophenyl)-3-(2-(4-fluorophenyl)acetyl)urea). Solvent: C1CCOC1 (THF). Run at time 1 hour. The product is COC1=CC=C(CNC2=NC=CC(=N2)OC2=C(C=C(C=C2)NC(=O)NC(CC2=CC=C(C=C2)F)=O)F)C=C1 (1-(4-(2-(4-Methoxybenzylamino)pyrimidin-4-yloxy)-3-fluorophenyl)-3-(2-(4-fluorophenyl)acetyl)urea). Isolated yield 62.0%. As a reaction SMILES: [CH3:1][O:2][C:3]1[CH:25]=[CH:24][C:6]([CH2:7][NH:8][C:9]2[N:14]=[C:13]([O:15][C:16]3[CH:21]=[CH:20][C:19]([NH2:22])=[CH:18][C:17]=3[F:23])[CH:12]=[CH:11][N:10]=2)=[CH:5][CH:4]=1.[F:26][C:27]1[CH:32]=[CH:31][C:30]([CH2:33][C:34]([N:36]=[C:37]=[O:38])=[O:35])=[CH:29][CH:28]=1.COC1C=CC(CNC2N=CN=C(OC3C=CC(NC(NC(=O)CC4C=CC(F)=CC=4)=O)=CC=3F)C=2)=CC=1>C1COCC1>[CH3:1][O:2][C:3]1[CH:4]=[CH:5][C:6]([CH2:7][NH:8][C:9]2[N:14]=[C:13]([O:15][C:16]3[CH:21]=[CH:20][C:19]([NH:22][C:37]([NH:36][C:34](=[O:35])[CH2:33][C:30]4[CH:31]=[CH:32][C:27]([F:26])=[CH:28][CH:29]=4)=[O:38])=[CH:18][C:17]=3[F:23])[CH:12]=[CH:11][N:10]=2)=[CH:24][CH:25]=1. Procedure details: A solution of N-(4-methoxybenzyl)-4-(4-amino-2-fluorophenoxy)pyrimidin-2-amine (Compound C of Example 14, 34 mg, 0.10 mmol) in THF (1 ml) was treated with 0.36 M 2-(4-fluorophenyl)acetyl isocyanate in toluene (Compound D of Example 11, 0.31 mL, 0.11 mmol) and the mixture stirred at RT for 1 h. The mixture was concentrated in vacuo and the solid obtained was triturated first with 3:1 isopropyl ether/EtOAc and then CH2Cl2 to give the title compound (32 mg, 62%) as an off-white solid. 1H NMR (DMSO-... The reactants are BrC1=NC=CC=C1 (2-bromopyridine), BrC1=CC=C(C=C1)B(O)O (4bromophenylboronic acid), ClC1=C(C=C(C=C1)[N+](=O)[O-])O (2-chloro-5-nitrophenol). Product: BrC1=CC=C(C=C1)C1=NC=CC=C1 (2-(4-Bromophenyl)pyridine). Reaction SMILES: Br[C:2]1[CH:7]=[CH:6][CH:5]=[CH:4][N:3]=1.[Br:8][C:9]1[CH:14]=[CH:13][C:12](B(O)O)=[CH:11][CH:10]=1.ClC1C=CC([N+]([O-])=O)=CC=1O>>[Br:8][C:9]1[CH:14]=[CH:13][C:12]([C:2]2[CH:7]=[CH:6][CH:5]=[CH:4][N:3]=2)=[CH:11][CH:10]=1. Procedure: The title compound was prepared from 2-bromopyridine (3 g) and 4bromophenylboronic acid (3.8 g) by the method described in Description 15 as a pale yellow solid (4.4 g, 98%). Reactants: COC1C(=O)OC2C(C=CC(C)(C)C)OC(C)(C)OC12, CCN(C(C)C)C(C)C, CC(C)O, CC(C)(C)[Si](C)(C)OC1CCC(N)C(=O)N(Cc2cccnc2)C1. Product: COC(C(=O)NC1CCC(O[Si](C)(C)C(C)(C)C)CN(Cc2cccnc2)C1=O)C1OC(C)(C)OC(C=CC(C)(C)C)C1O. As a reaction SMILES: [CH3:25][C:26]([CH:27]=[CH:28][CH:29]1[CH:30]2[CH:31]([O:32][C:33]([CH3:35])([CH3:36])[O:34]1)[CH:37]([O:41][CH3:42])[C:38](=[O:40])[O:39]2)([CH3:43])[CH3:44].[CH:45]([N:46]([CH:47]([CH3:48])[CH3:49])[CH2:50][CH3:51])([CH3:52])[CH3:53].[CH:54]([OH:55])([CH3:56])[CH3:57].[NH2:1][CH:2]1[C:3](=[O:24])[N:4]([CH2:17][c:18]2[cH:19][n:20][cH:21][cH:22][cH:23]2)[CH2:5][CH:6]([O:9][Si:10]([CH3:11])([CH3:12])[C:13]([CH3:14])([CH3:15])[CH3:16])[CH2:7][CH2:8]1>>[NH:1]([CH:2]1[C:3](=[O:24])[N:4]([CH2:17][c:18]2[cH:19][n:20][cH:21][cH:22][cH:23]2)[CH2:5][CH:6]([O:9][Si:10]([CH3:11])([CH3:12])[C:13]([CH3:14])([CH3:15])[CH3:16])[CH2:7][CH2:8]1)[C:38]([CH:37]([CH:31]1[CH:30]([OH:39])[CH:29]([CH:28]=[CH:27][C:26]([CH3:25])([CH3:43])[CH3:44])[O:34][C:33]([CH3:35])([CH3:36])[O:32]1)[O:41][CH3:42])=[O:40]. Reactants: O=C([O-])[O-], CCOC(=O)c1cccnc1Cl, CN(C)C=O, Oc1cncc(Cl)c1, [Cs+], [Cs+], O. The product is CCOC(=O)c1cccnc1Oc1cncc(Cl)c1. Reaction SMILES: [C:13](=[O:14])([O-:15])[O-:16].[CH2:1]([CH3:2])[O:3][C:4]([c:5]1[c:6]([Cl:11])[n:7][cH:8][cH:9][cH:10]1)=[O:12].[CH3:28][N:29]([CH3:30])[CH:31]=[O:32].[Cl:19][c:20]1[cH:21][c:22]([OH:26])[cH:23][n:24][cH:25]1.[Cs+:17].[Cs+:18].[OH2:27]>>[CH2:1]([CH3:2])[O:3][C:4]([c:5]1[c:6]([O:26][c:22]2[cH:21][c:20]([Cl:19])[cH:25][n:24][cH:23]2)[n:7][cH:8][cH:9][cH:10]1)=[O:12]. Reactants: CNc1ccc(CN2CCN(C(=O)OC(C)(C)C)C(C)C2)cc1, CC1CN(Cc2ccc(N)cc2Cl)CCN1C(=O)OC(C)(C)C. Yields the product CNc1ccc(CN2CCN(C(=O)OC(C)(C)C)C(C)C2)c(Cl)c1. As a reaction SMILES: [CH3:24][CH:25]1[CH2:26][N:27]([CH2:28][c:29]2[cH:30][cH:31][c:32]([NH:33][CH3:34])[cH:35][cH:36]2)[CH2:37][CH2:38][N:39]1[C:40]([O:41][C:42]([CH3:43])([CH3:44])[CH3:45])=[O:46].[NH2:1][c:2]1[cH:3][c:4]([Cl:23])[c:5]([CH2:8][N:9]2[CH2:10][CH:11]([CH3:22])[N:12]([C:15](=[O:16])[O:17][C:18]([CH3:19])([CH3:20])[CH3:21])[CH2:13][CH2:14]2)[cH:6][cH:7]1>>[NH:1]([c:2]1[cH:3][c:4]([Cl:23])[c:5]([CH2:8][N:9]2[CH2:10][CH:11]([CH3:22])[N:12]([C:15](=[O:16])[O:17][C:18]([CH3:19])([CH3:20])[CH3:21])[CH2:13][CH2:14]2)[cH:6][cH:7]1)[CH3:24].